Dataset: the Open Reaction Database (ORD), a public repository of structured organic reaction records. Task: describe an organic reaction: reactants, conditions, products, and yield The reactants are P(=O)(Cl)(Cl)Cl (phosphorus oxychloride), ice water, C([O-])(O)=O.[Na+] (sodium bicarbonate), [N+](=O)([O-])C1=CC=C(COC(=O)CON=C(C(=O)O)C=2N=C(SC2)NC(C(F)(F)F)=O)C=C1 (2-(p-nitrobenzyloxycarbonylmethoxyimino)-2-[2-(2,2,2-trifluoroacetamido)thiazol-4-yl]acetic acid), CC(=O)OCC1=C(N2[C@@H]([C@@H](C2=O)N)SC1)C(=O)O (7-aminocephalosporanic acid). Run in C(C)(=O)OCC (ethyl acetate), CN(C=O)C (N,N-dimethylformamide), O1CCCC1 (tetrahydrofuran), C(Cl)Cl (methylene chloride). Reaction conditions: time 30 minute. Product: [N+](=O)([O-])C1=CC=C(COC(=O)CON=C(C(=O)NC2[C@@H]3N(C(=C(CS3)CSC=C)C(=O)OCC3=CC=C(C=C3)[N+](=O)[O-])C2=O)C=2N=C(SC2)NC(C(F)(F)F)=O)C=C1 (p-nitrobenzyl 7-[2-(p-nitrobenzyloxycarbonylmethoxyimino)-2-{2-(2,2,2-trifluoroacetamido)thiazol-4-yl}acetamido]-3-vinylthiomethyl-3-cephem-4-carboxylate). Reaction SMILES: P(Cl)(Cl)(Cl)=O.[N+:6]([C:9]1[CH:37]=[CH:36][C:12]([CH2:13][O:14][C:15]([CH2:17][O:18][N:19]=[C:20]([C:24]2[N:25]=[C:26]([NH:29][C:30](=[O:35])[C:31]([F:34])([F:33])[F:32])[S:27][CH:28]=2)[C:21](O)=[O:22])=[O:16])=[CH:11][CH:10]=1)([O-:8])=[O:7].CC(O[CH2:42][C:43]1[CH2:52][S:51][C@@H:46]2[C@H:47]([NH2:50])[C:48](=[O:49])[N:45]2[C:44]=1[C:53]([OH:55])=[O:54])=O.C(=O)(O)[O-].[Na+]>C(OCC)(=O)C.O1CCCC1.C(Cl)Cl.CN(C)C=O>[N+:6]([C:9]1[CH:10]=[CH:11][C:12]([CH2:13][O:14][C:15]([CH2:17][O:18][N:19]=[C:20]([C:24]2[N:25]=[C:26]([NH:29][C:30](=[O:35])[C:31]([F:33])([F:32])[F:34])[S:27][CH:28]=2)[C:21]([NH:50][CH:47]2[C:48](=[O:49])[N:45]3[C:44]([C:53]([O:55][CH2:13][C:12]4[CH:36]=[CH:37][C:9]([N+:6]([O-:8])=[O:7])=[CH:10][CH:11]=4)=[O:54])=[C:43]([CH2:42][S:27][CH:28]=[CH2:24])[CH2:52][S:51][C@H:46]23)=[O:22])=[O:16])=[CH:36][CH:37]=1)([O-:8])=[O:7] |f:3.4|. Procedure details: To a suspension of phosphorus pentachloride-pyridine complex (prepared from phosphorus pentachloride (1.31 g) and pyridine (0.508 ml)) in methylene chloride was added p-nitrobenzyl 7-(2-phenylacetamido)-3-vinylthiomethyl-3-cephem-4-carboxylate (1.10 g) at -20° C. The mixture was stirred for 20 minutes under ice-cooling and poured into methanol (20 ml), and then an aqueous solution of sodium bicarbonate (2.1 g) was added thereto. The organic layer was separated at pH 4, washed with water, an aque... Starting materials: CC(C)O, Cl, CCOC(=O)c1ccc(N)c(CCl)c1, COc1ccc2nc(S)[nH]c2c1. Product: CCOC(=O)c1ccc(N)c(CSc2nc3cc(OC)ccc3[nH]2)c1. RXN SMILES: [CH:28]([OH:29])([CH3:30])[CH3:31].[ClH:13].[NH2:14][c:15]1[c:16]([CH2:26][Cl:27])[cH:17][c:18]([C:19](=[O:20])[O:21][CH2:22][CH3:23])[cH:24][cH:25]1.[SH:1][c:2]1[nH:3][c:4]2[c:5]([n:6]1)[cH:7][cH:8][c:9]([O:11][CH3:12])[cH:10]2>>[S:1]([c:2]1[n:3][c:4]2[c:5]([nH:6]1)[cH:7][cH:8][c:9]([O:11][CH3:12])[cH:10]2)[CH2:26][c:16]1[c:15]([NH2:14])[cH:25][cH:24][c:18]([C:19](=[O:20])[O:21][CH2:22][CH3:23])[cH:17]1.